From a dataset of the Open Reaction Database (ORD), a public repository of structured organic reaction records. describe an organic reaction: reactants, conditions, products, and yield The reactants are C1OC2C[C@H]3[C@@H]4CC[C@H]([C@@H](CCCC(C)C)C)[C@]4(CC[C@@H]3[C@]3(CCCC[C@]23OC1)C)C (6-ethylenedioxy-5α-cholestan), C(C)(=O)OCC (ethyl acetate), CrO3, ice. The solvent is N1=CC=CC=C1 (pyridine), N1=CC=CC=C1 (pyridine). Conditions: time 10 hour. Yields the product eluant, C1OC2(C[C@H]3[C@@H]4CC[C@H]([C@@H](CCCC(C)C)C)[C@]4(CC[C@@H]3[C@]3(CCC(C[C@H]23)=O)C)C)OC1 (6,6-ethylenedioxy-5α-cholestan-3-one). The yield is 98.0%. RXN SMILES: [CH2:1]1[CH2:29][O:28][C@@:27]23[C@:22]([CH3:30])([CH2:23][CH2:24][CH2:25][CH2:26]2)[C@@H:21]2[C@H:5]([C@H:6]4[C@:18]([CH3:31])([CH2:19][CH2:20]2)[C@@H:9]([C@H:10]([CH3:17])[CH2:11][CH2:12][CH2:13][CH:14]([CH3:16])[CH3:15])[CH2:8][CH2:7]4)[CH2:4][CH:3]3[O:2]1.C(OCC)(=[O:34])C>N1C=CC=CC=1>[CH2:1]1[CH2:29][O:28][C:3]2([C@@H:27]3[C@:22]([CH3:30])([CH2:23][CH2:24][C:25](=[O:34])[CH2:26]3)[C@@H:21]3[C@H:5]([C@H:6]4[C@:18]([CH3:31])([CH2:19][CH2:20]3)[C@@H:9]([C@H:10]([CH3:17])[CH2:11][CH2:12][CH2:13][CH:14]([CH3:15])[CH3:16])[CH2:8][CH2:7]4)[CH2:4]2)[O:2]1. Reported procedure: A solution of 6-ethylenedioxy-5α-cholestan-3β-(3, 12.5 g) in pyridine was added to ice-cold pyridine-CrO3 complex prepared by adding CrO3 (182 g) to ice-cold pyridine (182 ml). An additional amount of pyridine (90 ml) was utilized for complete transfer. The mixture was allowed to come to room temperature and stirred for 10 hr. It was then brought to a volume of 500 ml with ethyl acetate and filtered through a column packed with Celite (a diatomaceous silica product marketed by Johns-Manville Co....